This data is from the Open Reaction Database (ORD), a public repository of structured organic reaction records. The task is: describe an organic reaction: reactants, conditions, products, and yield The reactants are ClC=1C=C2C(C(NC2=CC1)=O)=O (5-chloroisatin), [Mg] (magnesium), BrCC1CCCCC1 (bromomethylcyclohexane), saturated solution, [Cl-].[NH4+] (ammonium chloride). The solvent is C1CCOC1 (THF), CCOCC (ether). Conditions: time 3 hour. Product: C1(CCCCC1)C[Mg]Br (cyclohexylmethylmagnesium bromide), ClC=1C=C2C(C(NC2=CC1)=O)(O)CC1CCCCC1 (5-Chloro-3-(cyclohexylmethyl)-1,3-dihydro-3-hydroxyindol-2-one). Reaction SMILES: [Mg:1].[Br:2][CH2:3][CH:4]1[CH2:9][CH2:8][CH2:7][CH2:6][CH2:5]1.[Cl:10][C:11]1[CH:12]=[C:13]2[C:17](=[CH:18][CH:19]=1)[NH:16][C:15](=[O:20])[C:14]2=[O:21].[Cl-].[NH4+]>CCOCC.C1COCC1>[CH:13]1([CH2:14][Mg:1][Br:2])[CH2:17][CH2:18][CH2:19][CH2:11][CH2:12]1.[Cl:10][C:11]1[CH:12]=[C:13]2[C:17](=[CH:18][CH:19]=1)[NH:16][C:15](=[O:20])[C:14]2([CH2:3][CH:4]1[CH2:9][CH2:8][CH2:7][CH2:6][CH2:5]1)[OH:21] |f:3.4|. Procedure: A solution of cyclohexylmethylmagnesium bromide is prepared from 5.37 g of magnesium and 30.8 ml of bromomethylcyclohexane in 15 ml of ether. This solution is added dropwise at +4° C., under an argon atmosphere, to a mixture of 10 g of 5-chloroisatin and 25 ml of THF. After stirring for 3 hours at RT, 500 ml of a saturated solution of ammonium chloride are added, extraction is carried out with AcOEt, the organic phase is washed with a saturated solution of NaCl and with water and dried over sodi... Starting materials: CNCC(CCCCC)CCC (N-methyl-N-(2-propylheptyl)-amine), C(=O)O (Formic acid), amine, amine. Conditions: temperature 60 celsius. Yields the product CN(C=O)CC(CCCCC)CCC (N-methyl-N-(2-propylheptyl)-formamide). RXN SMILES: [CH3:1][NH:2][CH2:3][CH:4]([CH2:10][CH2:11][CH3:12])[CH2:5][CH2:6][CH2:7][CH2:8][CH3:9].[CH:13](O)=[O:14]>>[CH3:1][N:2]([CH2:3][CH:4]([CH2:10][CH2:11][CH3:12])[CH2:5][CH2:6][CH2:7][CH2:8][CH3:9])[CH:13]=[O:14]. Procedure: A total amount of 846 g (4.81 moles) of N-methyl-N-(2-propylheptyl)-amine was added to a 2 l round bottomed flange flask equipped with a condenser. Formic acid was charged into a dropping funnel in an amount of 223.3 g (4.80 moles) and added drop wise to the round bottomed flange flask over a time period of 1 hour during heating and stirring with a magnetic stirrer. The final temperature was set to 180° C., while the boiling point of the initial reaction mixture was ˜125° C. Water was distilled ...